Task: describe an organic reaction: reactants, conditions, products, and yield. Dataset: the Open Reaction Database (ORD), a public repository of structured organic reaction records Reactants: [I-].[Na+] (Sodium iodide), [H-].[Na+] (sodium hydride), C(C)(C)(C)OC(=O)N1CC(CCC1)CCCBr (3-[1-(t-butoxycarbonyl)piperidin-3-yl]propyl bromide), FC1=C(CO)C=C(C=C1)Br (2-fluoro-5-bromobenzyl alcohol). The solvent is CN(C=O)C (N,N-dimethylformamide), CN(C=O)C (N,N-dimethylformamide). Product: FC1=C(COCCCC2CN(CCC2)C(=O)OC(C)(C)C)C=C(C=C1)Br (1-[2-fluoro-5-bromobenzyloxy]-3-[1-(t-butoxycarbonyl)piperidin-3-yl]propane). Reported procedure: An amount of 3-[1-(t-butoxycarbonyl)piperidin-3-yl]propyl bromide (180 mg, 0.588 mmol) was dissolved in N,N-dimethylformamide (1.5 ml) in a 10 ml flask under a nitrogen atmosphere. Sodium iodide (176 mg, 1.18 mmol) was added at ambient temperature, and the resulting mixture was stirred for ten minutes. The reaction mixture was treated with 2-fluoro-5-bromobenzyl alcohol (121 mg, 0.588 mmol), delivered as a solution in 0.5 ml of N,N-dimethylformamide. To this mixture was then added sodium hydride... As a reaction SMILES: [C:1]([O:5][C:6]([N:8]1[CH2:13][CH2:12][CH2:11][CH:10]([CH2:14][CH2:15][CH2:16]Br)[CH2:9]1)=[O:7])([CH3:4])([CH3:3])[CH3:2].[I-].[Na+].[F:20][C:21]1[CH:28]=[CH:27][C:26]([Br:29])=[CH:25][C:22]=1[CH2:23][OH:24].[H-].[Na+]>CN(C)C=O>[F:20][C:21]1[CH:28]=[CH:27][C:26]([Br:29])=[CH:25][C:22]=1[CH2:23][O:24][CH2:16][CH2:15][CH2:14][CH:10]1[CH2:11][CH2:12][CH2:13][N:8]([C:6]([O:5][C:1]([CH3:2])([CH3:3])[CH3:4])=[O:7])[CH2:9]1 |f:1.2,4.5|. Starting materials: COc1cncc(OC)c1Br, COc1ccc(CO)cc1, [H-], [H][H], [Na+], CN(C)C=O. Yields the product COc1ccc(COc2c(OC)cncc2OC)cc1. RXN SMILES: [Br:15][c:16]1[c:17]([O:24][CH3:25])[cH:18][n:19][cH:20][c:21]1[O:22][CH3:23].[CH3:3][O:4][c:5]1[cH:6][cH:7][c:8]([CH2:9][OH:10])[cH:11][cH:12]1.[H-:1].[H:13][H:14].[Na+:2].[O:26]=[CH:27][N:28]([CH3:29])[CH3:30]>>[CH3:3][O:4][c:5]1[cH:6][cH:7][c:8]([CH2:9][O:10][c:16]2[c:17]([O:24][CH3:25])[cH:18][n:19][cH:20][c:21]2[O:22][CH3:23])[cH:11][cH:12]1.